The task is: describe an organic reaction: reactants, conditions, products, and yield. This data is from the Open Reaction Database (ORD), a public repository of structured organic reaction records. RXN SMILES: [C:16]([C:17](=[CH2:18])[CH3:19])(=[O:20])[O-:21].[C:1]([O:2][CH:3]([CH3:4])[Cl:5])([O:6][CH2:7][CH2:8][O:9][C:10]([C:11](=[CH2:12])[CH3:13])=[O:14])=[O:15].[CH3:41][N:42]([CH3:43])[CH:44]=[O:45].[K+:22].[O:23]1[CH2:24][CH2:25][O:26][CH2:27][CH2:28][O:29][CH2:30][CH2:31][O:32][CH2:33][CH2:34][O:35][CH2:36][CH2:37][O:38][CH2:39][CH2:40]1>>[C:1]([O:2][CH:3]([CH3:4])[O:21][C:16]([C:17](=[CH2:18])[CH3:19])=[O:20])([O:6][CH2:7][CH2:8][O:9][C:10]([C:11](=[CH2:12])[CH3:13])=[O:14])=[O:15]. Starting materials: C=C(C)C(=O)[O-], C=C(C)C(=O)OCCOC(=O)OC(C)Cl, CN(C)C=O, [K+], C1COCCOCCOCCOCCOCCO1. The product is C=C(C)C(=O)OCCOC(=O)OC(C)OC(=O)C(=C)C.